Task: describe an organic reaction: reactants, conditions, products, and yield. Dataset: the Open Reaction Database (ORD), a public repository of structured organic reaction records Starting materials: O=C(O)CC(CC(=O)O)c1cccc(F)c1, O. Product: O=C(O)CC1CC(=O)c2ccc(F)cc21. As a reaction SMILES: [F:1][c:2]1[cH:3][c:4]([CH:8]([CH2:9][C:10](=[O:11])[OH:12])[CH2:13][C:14](=[O:15])[OH:16])[cH:5][cH:6][cH:7]1.[OH2:17]>>[F:1][c:2]1[cH:3][c:4]2[c:5]([cH:6][cH:7]1)[C:14](=[O:16])[CH2:13][CH:8]2[CH2:9][C:10](=[O:11])[OH:12]. Starting materials: Cc1cc(-c2ccc(Cl)c(Cl)c2)nc(-n2cnc(-c3ncc(S(=O)(=O)NC(C)(C)C)s3)c2)n1, ClCCl, O=C(O)C(F)(F)F. Yields the product Cc1cc(-c2ccc(Cl)c(Cl)c2)nc(-n2cnc(-c3ncc(S(N)(=O)=O)s3)c2)n1. RXN SMILES: [C:1]([CH3:2])([CH3:3])([CH3:4])[NH:5][S:6](=[O:7])(=[O:8])[c:9]1[cH:10][n:11][c:12](-[c:14]2[n:15][cH:16][n:17](-[c:19]3[n:20][c:21]([CH3:33])[cH:22][c:23](-[c:25]4[cH:26][c:27]([Cl:32])[c:28]([Cl:31])[cH:29][cH:30]4)[n:24]3)[cH:18]2)[s:13]1.[Cl:41][CH2:42][Cl:43].[F:34][C:35]([F:36])([F:37])[C:38]([OH:39])=[O:40]>>[NH2:5][S:6](=[O:7])(=[O:8])[c:9]1[cH:10][n:11][c:12](-[c:14]2[n:15][cH:16][n:17](-[c:19]3[n:20][c:21]([CH3:33])[cH:22][c:23](-[c:25]4[cH:26][c:27]([Cl:32])[c:28]([Cl:31])[cH:29][cH:30]4)[n:24]3)[cH:18]2)[s:13]1. The reactants are CO, COC(=O)c1cc(F)cc(C(=O)OC)c1, [Na+], [OH-]. Yields the product COC(=O)c1cc(F)cc(C(=O)O)c1. RXN SMILES: [CH3:18][OH:19].[CH3:1][O:2][C:3]([c:4]1[cH:5][c:6]([C:7](=[O:8])[O:9][CH3:10])[cH:11][c:12]([F:14])[cH:13]1)=[O:15].[Na+:17].[OH-:16]>>[CH3:1][O:2][C:3]([c:4]1[cH:5][c:6]([C:7](=[O:8])[OH:9])[cH:11][c:12]([F:14])[cH:13]1)=[O:15]. The reactants are [Na] (Sodium), N#N (N2), [Na] (sodium), CC(C(=O)OCC)C(=O)OCC (Diethyl methylmalonate), [O-]CC.[Na+] (sodium ethoxide), [OH-].[K+] (potassium hydroxide), BrCCCCCCCC (1-bromooctane). The reagents and catalysts are C(C)(=O)O (acetic acid). Solvent: C(C)O (ethanol), reagent, C(C)O (ethanol). Conditions: time 4 hour. Product: CC(C(=O)O)CCCCCCCC (2-methyl decanoic acid). The yield is 67.1%. Reaction SMILES: [Na].N#N.[CH3:4][CH:5]([C:11](OCC)=O)[C:6]([O:8]CC)=[O:7].[O-]CC.[Na+].Br[CH2:21][CH2:22][CH2:23][CH2:24][CH2:25][CH2:26][CH2:27]C.[OH-].[K+]>C(O)(=O)C.C(O)C>[CH3:4][CH:5]([CH2:11][CH2:21][CH2:22][CH2:23][CH2:24][CH2:25][CH2:26][CH3:27])[C:6]([OH:8])=[O:7] |f:3.4,6.7,^1:0|. Procedure: Sodium (12.5 g, 0.54 g-atoms) was gradually added in small pieces to absolute ethanol (375 ml) while stirring under an inert (N2) atmosphere until complete solution of the sodium has taken place. Diethyl methylmalonate (95.5 g, 570 mmol) was then added dropwise to the sodium ethoxide solution over 20 minutes and the mixture was heated at reflux for about 15 minutes. After cooling to room temperature, 1-bromooctane (99 g, 512 mmol) was added dropwise over 15 minutes; the mixture was heated at ref... Reactants: COc1ccc(N2C(=O)N(c3cccc(C#N)c3)c3nc(Nc4cccc(CCOS(C)(=O)=O)c4)ncc3C2C)cc1, CN1CCNCC1, CCOC(C)=O. Product: COc1ccc(N2C(=O)N(c3cccc(C#N)c3)c3nc(Nc4cccc(CCN5CCN(C)CC5)c4)ncc3C2C)cc1. RXN SMILES: [C:1](#[N:2])[c:3]1[cH:4][c:5]([N:9]2[C:10](=[O:42])[N:11]([c:34]3[cH:35][cH:36][c:37]([O:40][CH3:41])[cH:38][cH:39]3)[CH:12]([CH3:33])[c:13]3[c:14]2[n:15][c:16]([NH:19][c:20]2[cH:21][c:22]([CH2:26][CH2:27][O:28][S:29]([CH3:30])(=[O:31])=[O:32])[cH:23][cH:24][cH:25]2)[n:17][cH:18]3)[cH:6][cH:7][cH:8]1.[CH3:43][N:44]1[CH2:45][CH2:46][NH:47][CH2:48][CH2:49]1.[CH3:50][CH2:51][O:52][C:53](=[O:54])[CH3:55]>>[C:1](#[N:2])[c:3]1[cH:4][c:5]([N:9]2[C:10](=[O:42])[N:11]([c:34]3[cH:35][cH:36][c:37]([O:40][CH3:41])[cH:38][cH:39]3)[CH:12]([CH3:33])[c:13]3[c:14]2[n:15][c:16]([NH:19][c:20]2[cH:21][c:22]([CH2:26][CH2:27][N:47]4[CH2:46][CH2:45][N:44]([CH3:43])[CH2:49][CH2:48]4)[cH:23][cH:24][cH:25]2)[n:17][cH:18]3)[cH:6][cH:7][cH:8]1.